This data is from the Open Reaction Database (ORD), a public repository of structured organic reaction records. The task is: describe an organic reaction: reactants, conditions, products, and yield Reactants: C(C)NCC1=NC=CC=C1 (ethyl-pyridin-2-ylmethyl-amine), CCN(C(C)C)C(C)C (DIPEA), CN(C=1C=C(C=CC1)NCC(=O)O)C ((3-dimethylamino-phenylamino)-acetic acid), CN(C)C(=[N+](C)C)ON1C2=C(C=CC=C2)N=N1.[B-](F)(F)(F)F (TBTU). Run in C(C)(=O)OCC (ethyl acetate), O (Water), CN(C)C=O (DMF), CN(C)C=O (DMF). Reaction conditions: temperature -20 celsius, time 10 minute. Yields the product CN(C=1C=C(C=CC1)NCC(=O)N(CC1=NC=CC=C1)CC)C (2-(3-Dimethylamino-phenylamino)-N-ethyl-N-pyridin-2-ylmethyl-acetamide). Isolated yield 65.0%. Reaction SMILES: [CH2:1]([NH:3][CH2:4][C:5]1[CH:10]=[CH:9][CH:8]=[CH:7][N:6]=1)[CH3:2].CCN(C(C)C)C(C)C.[CH3:20][N:21]([CH3:33])[C:22]1[CH:23]=[C:24]([NH:28][CH2:29][C:30]([OH:32])=O)[CH:25]=[CH:26][CH:27]=1.CN(C(ON1N=NC2C=CC=CC1=2)=[N+](C)C)C.[B-](F)(F)(F)F>CN(C=O)C.C(OCC)(=O)C.O>[CH3:33][N:21]([CH3:20])[C:22]1[CH:23]=[C:24]([NH:28][CH2:29][C:30]([N:3]([CH2:1][CH3:2])[CH2:4][C:5]2[CH:10]=[CH:9][CH:8]=[CH:7][N:6]=2)=[O:32])[CH:25]=[CH:26][CH:27]=1 |f:3.4|. Procedure details: A suspension of ethyl-pyridin-2-ylmethyl-amine (41.1 mmol) and DIPEA (112 mmol) in DMF (200 mL) was cooled to −20° C. and added to a cold (−20° C.) solution of (3-dimethylamino-phenylamino)-acetic acid (37.4 mmol) and TBTU (48.6 mmol) in DMF (300 mL). The reaction mixture was stirred for 10 min at −20° C. Water (500 mL) and ethyl acetate (500 mL) were added, the layers were separated and the organic layer washed with water (4×200 mL). The combined aqueous layers were extracted with ethyl acetate...